From a dataset of the Open Reaction Database (ORD), a public repository of structured organic reaction records. describe an organic reaction: reactants, conditions, products, and yield The reactants are CN(C)C=O, [H-], [H][H], CI, [Na+], On1nnc2cc(Cn3ccnc3)ccc21. The product is COn1nnc2cc(Cn3ccnc3)ccc21. RXN SMILES: [CH3:23][N:24]([CH3:25])[CH:26]=[O:27].[H-:17].[H:19][H:20].[I:21][CH3:22].[Na+:18].[n:1]1([CH2:6][c:7]2[cH:8][c:9]3[c:10]([n:11]([OH:14])[n:12][n:13]3)[cH:15][cH:16]2)[cH:2][n:3][cH:4][cH:5]1>>[n:1]1([CH2:6][c:7]2[cH:8][c:9]3[c:10]([n:11]([O:14][CH3:22])[n:12][n:13]3)[cH:15][cH:16]2)[cH:2][n:3][cH:4][cH:5]1. The reactants are CC(=O)O, [Fe], O=[N+]([O-])c1cc2c(cc1[N+](=O)[O-])OCCO2. The product is Nc1cc2c(cc1[N+](=O)[O-])OCCO2. As a reaction SMILES: [CH3:18][C:19](=[O:20])[OH:21].[Fe:17].[N+:1](=[O:2])([O-:3])[c:4]1[cH:5][c:6]2[c:7]([cH:12][c:13]1[N+:14]([O-:15])=[O:16])[O:8][CH2:9][CH2:10][O:11]2>>[N+:1](=[O:2])([O-:3])[c:4]1[cH:5][c:6]2[c:7]([cH:12][c:13]1[NH2:14])[O:8][CH2:9][CH2:10][O:11]2. The reactants are C1COCCN1, CN(C)C=O, CC(C)(C)C(=O)Nc1ccc(-c2cc(=O)c3c(NCCCOS(C)(=O)=O)c(F)cc(F)c3o2)cc1F, O. Yields the product CC(C)(C)C(=O)Nc1ccc(-c2cc(=O)c3c(NCCCN4CCOCC4)c(F)cc(F)c3o2)cc1F. As a reaction SMILES: [CH2:37]1[CH2:38][O:39][CH2:40][CH2:41][NH:42]1.[CH3:44][N:45]([CH3:46])[CH:47]=[O:48].[F:1][c:2]1[cH:3][c:4]([F:36])[c:5]2[c:6]([c:7](=[O:25])[cH:8][c:9](-[c:11]3[cH:12][c:13]([F:24])[c:14]([NH:17][C:18]([C:19]([CH3:20])([CH3:21])[CH3:22])=[O:23])[cH:15][cH:16]3)[o:10]2)[c:26]1[NH:27][CH2:28][CH2:29][CH2:30][O:31][S:32]([CH3:33])(=[O:34])=[O:35].[OH2:43]>>[F:1][c:2]1[cH:3][c:4]([F:36])[c:5]2[c:6]([c:7](=[O:25])[cH:8][c:9](-[c:11]3[cH:12][c:13]([F:24])[c:14]([NH:17][C:18]([C:19]([CH3:20])([CH3:21])[CH3:22])=[O:23])[cH:15][cH:16]3)[o:10]2)[c:26]1[NH:27][CH2:28][CH2:29][CH2:30][N:42]1[CH2:37][CH2:38][O:39][CH2:40][CH2:41]1. Starting materials: BrC1=C(C(=C(C(=C1)F)F)F)F (1-bromo-2,3,4,5-tetrafluorobenzene), COC=1C=C2C=CC(=C(C2=CC1)CC1=CC=C(C=C1)OCCN1CCCCC1)OS(=O)(=O)C(F)(F)F (trifluoromethanesulfonic acid 6-methoxy-1-[4-(2-piperidin-1-yl-ethoxy)-benzyl]-naphthalen-2-yl ester), B1(OC(C(O1)(C)C)(C)C)B2OC(C(O2)(C)C)(C)C (bis(pinacolato)diboron), [F-].[Cs+] (cesium fluoride). The reagents and catalysts are C1CCC(CC1)P(C2CCCCC2)C3CCCCC3.C1CCC(CC1)P(C2CCCCC2)C3CCCCC3.[Pd] (bis(tricyclohexylphosphine)palladium (0)). The solvent is C(C)#N (acetonitrile). Run at temperature 100 celsius, time 10 minute. Yields the product COC=1C=C2C=CC(=C(C2=CC1)CC1=CC=C(OCCN2CCCCC2)C=C1)C1=C(C(=C(C(=C1)F)F)F)F (1-(2-{4-[6-Methoxy-2-(2,3,4,5-tetrafluoro-phenyl)-naphthalen-1-ylmethyl]-phenoxy}-ethyl)-piperidine). The yield is 73.3%. RXN SMILES: [CH3:1][O:2][C:3]1[CH:4]=[C:5]2[C:10](=[CH:11][CH:12]=1)[C:9]([CH2:13][C:14]1[CH:19]=[CH:18][C:17]([O:20][CH2:21][CH2:22][N:23]3[CH2:28][CH2:27][CH2:26][CH2:25][CH2:24]3)=[CH:16][CH:15]=1)=[C:8](OS(C(F)(F)F)(=O)=O)[CH:7]=[CH:6]2.B1(B2OC(C)(C)C(C)(C)O2)OC(C)(C)C(C)(C)O1.[F-].[Cs+].Br[C:58]1[CH:63]=[C:62]([F:64])[C:61]([F:65])=[C:60]([F:66])[C:59]=1[F:67]>C1CCC(P(C2CCCCC2)C2CCCCC2)CC1.C1CCC(P(C2CCCCC2)C2CCCCC2)CC1.[Pd].C(#N)C>[CH3:1][O:2][C:3]1[CH:4]=[C:5]2[C:10](=[CH:11][CH:12]=1)[C:9]([CH2:13][C:14]1[CH:19]=[CH:18][C:17]([O:20][CH2:21][CH2:22][N:23]3[CH2:28][CH2:27][CH2:26][CH2:25][CH2:24]3)=[CH:16][CH:15]=1)=[C:8]([C:58]1[CH:63]=[C:62]([F:64])[C:61]([F:65])=[C:60]([F:66])[C:59]=1[F:67])[CH:7]=[CH:6]2 |f:2.3,5.6.7|. Reported procedure: Dissolve trifluoromethanesulfonic acid 6-methoxy-1-[4-(2-piperidin-1-yl-ethoxy)-benzyl]-naphthalen-2-yl ester (259 mg, 0.49 mmol), bis(pinacolato)diboron (151 mg, 0.59 mmol), bis(tricyclohexylphosphine)palladium (0) (75 mg, 0.11 mmol) and cesium fluoride (764 mg, 5.03 mmol) in 20 mL degassed acetonitrile and heat at 100° C. under nitrogen in a sealed vial. The reaction is complete in 10 minutes. Cool and add 1-bromo-2,3,4,5-tetrafluorobenzene (224 mg, 0.99 mmol) along with 10 mL acetonitrile, se... The reactants are CN1CCN(CCCOc2cc(OC3CCN(CCOC(C)(C)C)CC3)c3c(Nc4cc(CC(=O)O)[nH]n4)ncnc3c2)CC1, CCN=C=NCCCN(C)C, CN(C)C=O, Cl, Nc1cccc(F)c1, [O-][n+]1ccccc1O. The product is CN1CCN(CCCOc2cc(OC3CCN(CCOC(C)(C)C)CC3)c3c(Nc4cc(CC(=O)Nc5cccc(F)c5)[nH]n4)ncnc3c2)CC1. Reaction SMILES: [C:1]([CH3:2])([CH3:3])([CH3:4])[O:5][CH2:6][CH2:7][N:8]1[CH2:9][CH2:10][CH:11]([O:14][c:15]2[c:16]3[c:17]([NH:36][c:37]4[n:38][nH:39][c:40]([CH2:42][C:43](=[O:44])[OH:45])[cH:41]4)[n:18][cH:19][n:20][c:21]3[cH:22][c:23]([O:25][CH2:26][CH2:27][CH2:28][N:29]3[CH2:30][CH2:31][N:32]([CH3:35])[CH2:33][CH2:34]3)[cH:24]2)[CH2:12][CH2:13]1.[CH3:55][N:56]([CH3:57])[CH2:58][CH2:59][CH2:60][N:61]=[C:62]=[N:63][CH2:64][CH3:65].[CH3:74][N:75]([CH3:76])[CH:77]=[O:78].[ClH:54].[NH2:46][c:47]1[cH:48][cH:49][cH:50][c:51]([F:52])[cH:53]1.[OH:66][c:67]1[cH:68][cH:69][cH:70][cH:71][n+:72]1[O-:73]>>[C:1]([CH3:2])([CH3:3])([CH3:4])[O:5][CH2:6][CH2:7][N:8]1[CH2:9][CH2:10][CH:11]([O:14][c:15]2[c:16]3[c:17]([NH:36][c:37]4[n:38][nH:39][c:40]([CH2:42][C:43](=[O:45])[NH:46][c:47]5[cH:48][cH:49][cH:50][c:51]([F:52])[cH:53]5)[cH:41]4)[n:18][cH:19][n:20][c:21]3[cH:22][c:23]([O:25][CH2:26][CH2:27][CH2:28][N:29]3[CH2:30][CH2:31][N:32]([CH3:35])[CH2:33][CH2:34]3)[cH:24]2)[CH2:12][CH2:13]1.